Dataset: the Open Reaction Database (ORD), a public repository of structured organic reaction records. Task: describe an organic reaction: reactants, conditions, products, and yield Reactants: CC(C)(C)C=O (pivaldehyde), NC=1C(=C(C(=O)OC)C=CC1)O (methyl 3-amino-2-hydroxybenzoate), C (Darco). Run in xylenes. Run at temperature 120 celsius. Yields the product C(C)(C)(C)C=1OC2=C(N1)C=CC=C2C(=O)OC (methyl 2-tert-butylbenzoxazole-7-carboxylate). The yield is 59.6%. RXN SMILES: [CH3:1][C:2]([CH:5]=[O:6])([CH3:4])[CH3:3].[NH2:7][C:8]1[C:9](O)=[C:10]([CH:15]=[CH:16][CH:17]=1)[C:11]([O:13][CH3:14])=[O:12].C>>[C:2]([C:5]1[O:6][C:9]2[C:10]([C:11]([O:13][CH3:14])=[O:12])=[CH:15][CH:16]=[CH:17][C:8]=2[N:7]=1)([CH3:4])([CH3:3])[CH3:1]. Procedure details: A mixture of pivaldehyde (1.65 mL, 15.4 mmol), methyl 3-amino-2-hydroxybenzoate (501 mg, 3.0 mmol) and Darco KB-B (375 mg) in xylenes (8 mL) was heated under an oxygen atmosphere at 120° C. for 12 h. The reaction mixture was cooled to room temperature, filtered through a celite pad. The filtrate was concentrated and the crude material was purified by column chromatography (silica gel, 7:3 hexanes/ethyl acetate) to afford the desired methyl 2-tert-butylbenzoxazole-7-carboxylate (417 mg, 60%) as a... The reactants are O=C([O-])O, CCS(=O)(=O)c1ccc(OC)c(N)c1, S=C(Cl)Cl, ClCCl, [Na+]. The product is CCS(=O)(=O)c1ccc(OC)c(N=C=S)c1. As a reaction SMILES: [C:19](=[O:20])([OH:21])[O-:22].[CH2:1]([CH3:2])[S:3](=[O:4])(=[O:5])[c:6]1[cH:7][cH:8][c:9]([O:13][CH3:14])[c:10]([NH2:11])[cH:12]1.[Cl:15][C:16]([Cl:17])=[S:18].[Cl:24][CH2:25][Cl:26].[Na+:23]>>[CH2:1]([CH3:2])[S:3](=[O:4])(=[O:5])[c:6]1[cH:7][cH:8][c:9]([O:13][CH3:14])[c:10]([N:11]=[C:16]=[S:18])[cH:12]1. The reactants are C([O-])(O)=O.[Na+] (sodium bicarbonate), C1(CCCC1)OC(=O)NC=1C=C2C=CN(C2=CC1)C (5-(cyclopentyloxycarbonyl)amino-1-methylindole), BrCC1=C(C=C(C(=O)OC)C=C1)OC (methyl 4-bromomethyl-3-methoxybenzoate), [Al] (aluminum). The solvent is CN(C=O)C (N,N-dimethylformamide). Reaction conditions: temperature 100 celsius, time 24 hour. Product: C1(CCCC1)OC(=O)NC=1C=C2C(=CN(C2=CC1)C)CC1=C(C=C(C(=O)OC)C=C1)OC (methyl 4-[5-(cyclopentyloxycarbonyl)amino-1-methylindol-3-ylmethyl]-3-methoxybenzoate). Isolated yield 44.7%. As a reaction SMILES: [CH:1]1([O:6][C:7]([NH:9][C:10]2[CH:11]=[C:12]3[C:16](=[CH:17][CH:18]=2)[N:15]([CH3:19])[CH:14]=[CH:13]3)=[O:8])[CH2:5][CH2:4][CH2:3][CH2:2]1.Br[CH2:21][C:22]1[CH:31]=[CH:30][C:25]([C:26]([O:28][CH3:29])=[O:27])=[CH:24][C:23]=1[O:32][CH3:33].[Al].C(=O)(O)[O-].[Na+]>CN(C)C=O>[CH:1]1([O:6][C:7]([NH:9][C:10]2[CH:11]=[C:12]3[C:16](=[CH:17][CH:18]=2)[N:15]([CH3:19])[CH:14]=[C:13]3[CH2:21][C:22]2[CH:31]=[CH:30][C:25]([C:26]([O:28][CH3:29])=[O:27])=[CH:24][C:23]=2[O:32][CH3:33])=[O:8])[CH2:2][CH2:3][CH2:4][CH2:5]1 |f:3.4|. Procedure details: A solution of 5-(cyclopentyloxycarbonyl)amino-1-methylindole (AA) (1.3 g.) and methyl 4-bromomethyl-3-methoxybenzoate (B) (1.3 g.) in N,N-dimethylformamide (25 ml.) was stirred and heated at 100° C., under a nitrogen atmosphere, while protecting the reaction vessel from light with aluminum foil, for 24 hours. The cooled mixture was poured onto saturated aqueous sodium bicarbonate solution (300 ml.), extracted with ethyl acetate (3×100 ml.), the combined extracts washed with brine (50 ml.), dried... Reactants: O=C([O-])[O-], C=CCBr, CN(C)C=O, Oc1cccc(Cl)c1Cl, [K+], [K+], O. Product: C=CCOc1cccc(Cl)c1Cl. As a reaction SMILES: [C:14](=[O:15])([O-:16])[O-:17].[CH2:10]([CH:11]=[CH2:12])[Br:13].[CH3:21][N:22]([CH3:23])[CH:24]=[O:25].[Cl:1][c:2]1[c:3]([OH:9])[cH:4][cH:5][cH:6][c:7]1[Cl:8].[K+:18].[K+:19].[OH2:20]>>[Cl:1][c:2]1[c:3]([O:9][CH2:12][CH:11]=[CH2:10])[cH:4][cH:5][cH:6][c:7]1[Cl:8]. Reported procedure: 4-Fluoro-3-(5-fluoropyridin-2-yl)phenylboronic acid was coupled with 3-bromo-7-trifluoromethylimidazo[1,2-α]pyrimidine by the method of Example 1. Purification by chromatography on silica gel eluting with dichloromethane containing 3.5% methanol, then crystallisation from hot toluene/isohexane and further crystallisation from hot methanol, gave 3-[4-fluoro-3-(5-fluoropyridin-2-yl)phenyl]-7-trifluoromethylimidazo[1,2-α]pyrimidine: δH (400 MHz, DMSO) 9.28 (1H, d, J 7), 8.76 (1H, d, J 3), 8.30 (1H,... As a reaction SMILES: [F:1][C:2]1[CH:7]=[CH:6][C:5](B(O)O)=[CH:4][C:3]=1[C:11]1[CH:16]=[CH:15][C:14]([F:17])=[CH:13][N:12]=1.Br[C:19]1[N:23]2[CH:24]=[CH:25][C:26]([C:28]([F:31])([F:30])[F:29])=[N:27][C:22]2=[N:21][CH:20]=1>>[F:1][C:2]1[CH:7]=[CH:6][C:5]([C:19]2[N:23]3[CH:24]=[CH:25][C:26]([C:28]([F:29])([F:30])[F:31])=[N:27][C:22]3=[N:21][CH:20]=2)=[CH:4][C:3]=1[C:11]1[CH:16]=[CH:15][C:14]([F:17])=[CH:13][N:12]=1. Yields the product FC1=C(C=C(C=C1)C1=CN=C2N1C=CC(=N2)C(F)(F)F)C2=NC=C(C=C2)F (3-[4-fluoro-3-(5-fluoropyridin-2-yl)phenyl]-7-trifluoromethylimidazo[1,2-α]pyrimidine). Reactants: FC1=C(C=C(C=C1)B(O)O)C1=NC=C(C=C1)F (4-Fluoro-3-(5-fluoropyridin-2-yl)phenylboronic acid), BrC1=CN=C2N1C=CC(=N2)C(F)(F)F (3-bromo-7-trifluoromethylimidazo[1,2-α]pyrimidine). Starting materials: COC(=O)C1=CC=C(C=C1)B(O)O ([4-(Methoxycarbonyl)phenyl]boronic acid), BrC=1C=NN2C1N=CC(=C2)C=2C=NN(C2)C (3-bromo-6-(1-methyl-1H-pyrazol-4-yl)pyrazolo[1,5-a]pyrimidine), CN(C)C=O (DMF), C(=O)([O-])[O-].[Na+].[Na+] (Na2CO3). Reagents/catalysts: C=1C=CC(=CC1)[P](C=2C=CC=CC2)(C=3C=CC=CC3)[Pd]([P](C=4C=CC=CC4)(C=5C=CC=CC5)C=6C=CC=CC6)([P](C=7C=CC=CC7)(C=8C=CC=CC8)C=9C=CC=CC9)[P](C=1C=CC=CC1)(C=1C=CC=CC1)C=1C=CC=CC1 (Pd(Ph3P)4). Run in O (water). Run at temperature 85 celsius. The product is CN1N=CC(=C1)C=1C=NC=2N(C1)N=CC2C2=CC=C(C(=O)OC)C=C2 (methyl 4-[6-(1-methyl-1H-pyrazol-4-yl)pyrazolo[1,5-a]pyrimidin-3-yl]benzoate). As a reaction SMILES: [CH3:1][O:2][C:3]([C:5]1[CH:10]=[CH:9][C:8](B(O)O)=[CH:7][CH:6]=1)=[O:4].Br[C:15]1[CH:16]=[N:17][N:18]2[CH:23]=[C:22]([C:24]3[CH:25]=[N:26][N:27]([CH3:29])[CH:28]=3)[CH:21]=[N:20][C:19]=12.CN(C=O)C.C([O-])([O-])=O.[Na+].[Na+]>C1C=CC([P]([Pd]([P](C2C=CC=CC=2)(C2C=CC=CC=2)C2C=CC=CC=2)([P](C2C=CC=CC=2)(C2C=CC=CC=2)C2C=CC=CC=2)[P](C2C=CC=CC=2)(C2C=CC=CC=2)C2C=CC=CC=2)(C2C=CC=CC=2)C2C=CC=CC=2)=CC=1.O>[CH3:29][N:27]1[CH:28]=[C:24]([C:22]2[CH:21]=[N:20][C:19]3[N:18]([N:17]=[CH:16][C:15]=3[C:8]3[CH:9]=[CH:10][C:5]([C:3]([O:2][CH3:1])=[O:4])=[CH:6][CH:7]=3)[CH:23]=2)[CH:25]=[N:26]1 |f:3.4.5,^1:44,46,65,84|. Procedure: [4-(Methoxycarbonyl)phenyl]boronic acid (0.5 g, 2.77 mmol) was added to 3-bromo-6-(1-methyl-1H-pyrazol-4-yl)pyrazolo[1,5-a]pyrimidine (0.7 g, 2.52 mmol). DMF (12.5 mL) and 1M Na2CO3 (3.8 mL) were added. The mixture was evacuated and flushed with nitrogen under stirring, then Pd(Ph3P)4 (0.15 g, 0.13 mmol) was added in a counter flow of nitrogen. The reaction mixture was heated to 85° C. for 16 h, cooled, and poured into a 5-fold excess of water. The solids were filtered and dried to give crude me... Starting materials: N#CNC(=NCCSCc1csc(NC(=N)N)n1)Oc1ccccc1, CCOC(C)=O, CO, CN(CCCCN)CCC(c1ccc(F)cc1)c1ccccn1. The product is CN(CCCCNC(=NCCSCc1csc(NC(=N)N)n1)NC#N)CCC(c1ccc(F)cc1)c1ccccn1. As a reaction SMILES: [C:24](#[N:25])[NH:26][C:27]([O:28][c:29]1[cH:30][cH:31][cH:32][cH:33][cH:34]1)=[N:35][CH2:36][CH2:37][S:38][CH2:39][c:40]1[n:41][c:42]([NH:45][C:46](=[NH:47])[NH2:48])[s:43][cH:44]1.[C:51]([O:52][CH2:53][CH3:54])(=[O:55])[CH3:56].[CH3:49][OH:50].[F:1][c:2]1[cH:3][cH:4][c:5]([CH:8]([CH2:9][CH2:10][N:11]([CH2:12][CH2:13][CH2:14][CH2:15][NH2:16])[CH3:17])[c:18]2[n:19][cH:20][cH:21][cH:22][cH:23]2)[cH:6][cH:7]1>>[F:1][c:2]1[cH:3][cH:4][c:5]([CH:8]([CH2:9][CH2:10][N:11]([CH2:12][CH2:13][CH2:14][CH2:15][NH:16][C:27]([NH:26][C:24]#[N:25])=[N:35][CH2:36][CH2:37][S:38][CH2:39][c:40]2[n:41][c:42]([NH:45][C:46](=[NH:47])[NH2:48])[s:43][cH:44]2)[CH3:17])[c:18]2[n:19][cH:20][cH:21][cH:22][cH:23]2)[cH:6][cH:7]1. The reactants are [Si](C)(C)(C(C)(C)C)OCC(C=O)Cl (3-(tert-butyldimethylsilyloxy)-2-chloropropanal), hexanes i-PrOH, O=C(C(=O)OCC)\C=C\C1=CC=C(C=C1)C ((E)-ethyl 2-oxo-4-p-tolylbut-3-enoate), C25H36O4. Run in C(Cl)(Cl)Cl (CHCl3). Yields the product [Si](C)(C)(C(C)(C)C)OC[C@H]1[C@H](C=C(OC1=O)C(=O)OCC)C1=CC=C(C=C1)C ((4S,5R)-Ethyl 5-((tert-butyldimethylsilyloxy)methyl)-6-oxo-4-para-tolyl-5,6-dihydro-4H-pyran-2-carboxylate). Isolated yield 83.0%. As a reaction SMILES: [Si:1]([O:8][CH2:9][CH:10](Cl)[CH:11]=[O:12])([C:4]([CH3:7])([CH3:6])[CH3:5])([CH3:3])[CH3:2].[O:14]=[C:15](/[CH:21]=[CH:22]/[C:23]1[CH:28]=[CH:27][C:26]([CH3:29])=[CH:25][CH:24]=1)[C:16]([O:18][CH2:19][CH3:20])=[O:17]>C(Cl)(Cl)Cl>[Si:1]([O:8][CH2:9][C@@H:10]1[C:11](=[O:12])[O:14][C:15]([C:16]([O:18][CH2:19][CH3:20])=[O:17])=[CH:21][C@@H:22]1[C:23]1[CH:28]=[CH:27][C:26]([CH3:29])=[CH:25][CH:24]=1)([C:4]([CH3:7])([CH3:6])[CH3:5])([CH3:3])[CH3:2]. Reported procedure: Prepared according to the general procedure from 3-(tert-butyldimethylsilyloxy)-2-chloropropanal and (E)-ethyl 2-oxo-4-p-tolylbut-3-enoate using 2 mol % 1 as the catalyst in 83% yield as a single diastereomer (white solid). [α]D2 (c 1.27, CHCl3)=+244.6; mp=60-61° C.; 1H NMR (400 MHz, CDCl3) δ 7.32-7.24 (m, 3H), 7.12 (d, 2H, J=8.1 Hz), 6.99 (d, 2H, J=8.1 hz), 6.70 (d, 1H, J=7.5 Hz), 4.32 (q, 1H, J=7.2 Hz), 3.77 (t, 1H, J=6.8 Hz), 2.81 (q, 1H, J=6.8 Hz), 2.33 (s, 3H), 1.72-1.63 (m, 2H), 1.37-1.14 ... Starting materials: N#Cc1ccc(Br)cc1, CC1SC(NC(C)c2ccccc2Cl)=NC1=O, CC(NC1=NC(=O)C(C)(c2ccc(C#N)cc2)S1)c1ccccc1C(F)(F)F. Yields the product CC(NC1=NC(=O)C(C)(c2ccc(C#N)cc2)S1)c1ccccc1Cl. RXN SMILES: [Br:18][c:19]1[cH:20][cH:21][c:22]([C:23]#[N:24])[cH:25][cH:26]1.[CH3:1][CH:2]1[C:3](=[O:17])[N:4]=[C:5]([NH:7][CH:8]([CH3:9])[c:10]2[c:11]([Cl:16])[cH:12][cH:13][cH:14][cH:15]2)[S:6]1.[CH3:27][C:28]1([c:29]2[cH:30][cH:31][c:32]([C:33]#[N:34])[cH:35][cH:36]2)[S:37][C:38]([NH:39][CH:40]([c:41]2[cH:42][cH:43][cH:44][cH:45][c:46]2[C:47]([F:48])([F:49])[F:50])[CH3:51])=[N:52][C:53]1=[O:54]>>[CH3:1][C:2]1([c:19]2[cH:20][cH:21][c:22]([C:23]#[N:24])[cH:25][cH:26]2)[C:3](=[O:17])[N:4]=[C:5]([NH:7][CH:8]([CH3:9])[c:10]2[c:11]([Cl:16])[cH:12][cH:13][cH:14][cH:15]2)[S:6]1. The reactants are Cl, [Li+], C1CCOC1, [OH-], O, COC(=O)c1ccc(C(=O)Nc2ccc3[nH]nc(-c4ccccc4)c3c2)cc1. The product is O=C(O)c1ccc(C(=O)Nc2ccc3[nH]nc(-c4ccccc4)c3c2)cc1. RXN SMILES: [ClH:31].[Li+:29].[O:32]1[CH2:33][CH2:34][CH2:35][CH2:36]1.[OH-:30].[OH2:37].[c:1]1(-[c:7]2[n:8][nH:9][c:10]3[cH:11][cH:12][c:13]([NH:16][C:17](=[O:18])[c:19]4[cH:20][cH:21][c:22]([C:23](=[O:24])[O:25][CH3:26])[cH:27][cH:28]4)[cH:14][c:15]23)[cH:2][cH:3][cH:4][cH:5][cH:6]1>>[c:1]1(-[c:7]2[n:8][nH:9][c:10]3[cH:11][cH:12][c:13]([NH:16][C:17](=[O:18])[c:19]4[cH:20][cH:21][c:22]([C:23](=[O:24])[OH:25])[cH:27][cH:28]4)[cH:14][c:15]23)[cH:2][cH:3][cH:4][cH:5][cH:6]1.